From a dataset of the Open Reaction Database (ORD), a public repository of structured organic reaction records. describe an organic reaction: reactants, conditions, products, and yield Reactants: O=C1N(C(C2=CC=CC=C12)=O)CC=1C(=C2C=CN(C2=C(C1)C)S(=O)(=O)C1=CC=C(C)C=C1)CC1=NC2=C(N1)C=CC(=C2)C#N (2-((5-((1,3-dioxoisoindolin-2-yl)methyl)-7-methyl-1-tosyl-1H-indol-4-yl)methyl)-1H-benzo[d]imidazole-5-carbonitrile), O.NN (hydrazine hydrate), [OH-].[K+] (KOH). Run in C(Cl)Cl.FC(CO)(F)F (CH2Cl2 2,2,2-trifluoroethanol), CCO (EtOH). Run at temperature 100 celsius, time 0.5 hour. Product: NCC=1C(=C2C=CNC2=C(C1)C)CC1=NC2=C(N1)C=CC(=C2)C#N (2-((5-(Aminomethyl)-7-methyl-1H-indol-4-yl)methyl)-1H-benzo[d]imidazole-5-carbonitrile). RXN SMILES: O=C1C2C(=CC=CC=2)C(=O)[N:3]1[CH2:12][C:13]1[C:14]([CH2:33][C:34]2[NH:38][C:37]3[CH:39]=[CH:40][C:41]([C:43]#[N:44])=[CH:42][C:36]=3[N:35]=2)=[C:15]2[C:19](=[C:20]([CH3:22])[CH:21]=1)[N:18](S(C1C=CC(C)=CC=1)(=O)=O)[CH:17]=[CH:16]2.O.NN.[OH-].[K+]>CCO.C(Cl)Cl.FC(F)(F)CO>[NH2:3][CH2:12][C:13]1[C:14]([CH2:33][C:34]2[NH:38][C:37]3[CH:39]=[CH:40][C:41]([C:43]#[N:44])=[CH:42][C:36]=3[N:35]=2)=[C:15]2[C:19](=[C:20]([CH3:22])[CH:21]=1)[NH:18][CH:17]=[CH:16]2 |f:1.2,3.4,6.7|. Procedure: A mixture of 2-((5-((1,3-dioxoisoindolin-2-yl)methyl)-7-methyl-1-tosyl-1H-indol-4-yl)methyl)-1H-benzo[d]imidazole-5-carbonitrile (60 mg, 0.100 mmol) and hydrazine hydrate (5.01 mg, 0.100 mmol) in EtOH (2 mL) was stirred at 100° C. under microwave irradiation for 0.5 hr. To the mixture was added KOH (56.1 mg, 1.001 mmol), and then the mixture was stirred at 100° C. under the microwave irradiation for 1.75 h. The reaction mixture was diluted with CH2Cl2/2,2,2-trifluoroethanol (c.a. 9/1). The layer... Run in O (water), CN(C)C=O (DMF). Product: FC=1C=C(COC2=NC(=C(C=C2C(=O)OC)C2=CC=C(C=C2)Cl)C2=C(C=C(C=C2)Cl)Cl)C=CC1F (Methyl 2-(3,4-difluorobenzyloxy)-6-(2,4-dichlorophenyl)-5-(4-chlorophenyl)pyridine-3-carboxylate). Starting materials: ClC1=C(C=CC(=C1)Cl)C1=C(C=C(C(N1)=O)C(=O)OC)C1=CC=C(C=C1)Cl (methyl 6-(2,4-dichlorophenyl)-5-(4-chlorophenyl)-2-oxo-1,2-dihydropyridine-3-carboxylate), FC=1C=C(CBr)C=CC1F (3,4-difluorobenzyl bromide), C([O-])([O-])=O.[Cs+].[Cs+] (cesium carbonate). Conditions: temperature 50 celsius, time 3 hour. Reaction SMILES: [Cl:1][C:2]1[CH:7]=[C:6]([Cl:8])[CH:5]=[CH:4][C:3]=1[C:9]1[NH:14][C:13](=[O:15])[C:12]([C:16]([O:18][CH3:19])=[O:17])=[CH:11][C:10]=1[C:20]1[CH:25]=[CH:24][C:23]([Cl:26])=[CH:22][CH:21]=1.[F:27][C:28]1[CH:29]=[C:30]([CH:33]=[CH:34][C:35]=1[F:36])[CH2:31]Br.C(=O)([O-])[O-].[Cs+].[Cs+]>CN(C=O)C.O>[F:27][C:28]1[CH:29]=[C:30]([CH:33]=[CH:34][C:35]=1[F:36])[CH2:31][O:15][C:13]1[C:12]([C:16]([O:18][CH3:19])=[O:17])=[CH:11][C:10]([C:20]2[CH:21]=[CH:22][C:23]([Cl:26])=[CH:24][CH:25]=2)=[C:9]([C:3]2[CH:4]=[CH:5][C:6]([Cl:8])=[CH:7][C:2]=2[Cl:1])[N:14]=1 |f:2.3.4|. Procedure: To a solution of methyl 6-(2,4-dichlorophenyl)-5-(4-chlorophenyl)-2-oxo-1,2-dihydropyridine-3-carboxylate (300 mg, 0.73 mmol) from Example 51, Step A in DMF (3 mL) was added 3,4-difluorobenzyl bromide (0.122 mL, 0.95 mmol) and then cesium carbonate (310 mg, 0.95 mmol). The reaction was stirred at 50° C. for 3 h and was then diluted with water and extracted three times with methylene chloride. The organic layers were washed with a portion of brine and the combined organic layers were dried over a... Reactants: CC(C)(C)CNCC(C)(C)n1cnc([N+](=O)[O-])c1, O=C(O)C(NC1CCc2cc(F)cc(F)c2C1)c1ccccc1. The product is CC(C)(C)CNCC(C)(C)n1cnc(NC(=O)C(NC2CCc3cc(F)cc(F)c3C2)c2ccccc2)c1. RXN SMILES: [CH3:1][C:2]([CH2:3][NH:4][CH2:5][C:6]([CH3:7])([CH3:8])[CH3:9])([CH3:10])[n:11]1[cH:12][n:13][c:14]([N+:16]([O-:17])=[O:18])[cH:15]1.[F:19][c:20]1[c:21]2[c:26]([cH:27][c:28]([F:30])[cH:29]1)[CH2:25][CH2:24][CH:23]([NH:31][CH:32]([C:33](=[O:34])[OH:35])[c:36]1[cH:37][cH:38][cH:39][cH:40][cH:41]1)[CH2:22]2>>[CH3:1][C:2]([CH2:3][NH:4][CH2:5][C:6]([CH3:7])([CH3:8])[CH3:9])([CH3:10])[n:11]1[cH:12][n:13][c:14]([NH:16][C:33]([CH:32]([NH:31][CH:23]2[CH2:22][c:21]3[c:20]([F:19])[cH:29][c:28]([F:30])[cH:27][c:26]3[CH2:25][CH2:24]2)[c:36]2[cH:37][cH:38][cH:39][cH:40][cH:41]2)=[O:34])[cH:15]1.